Dataset: the Open Reaction Database (ORD), a public repository of structured organic reaction records. Task: describe an organic reaction: reactants, conditions, products, and yield Starting materials: O=C([O-])O, CCN=C=NCCCN(C)C, CN(C)CC(=O)O, CN(C)c1ccncc1, ClCCl, Cl, CC(C)(C)OC(=O)Nc1ccc(N)cc1, [Na+]. The product is CN(C)CC(=O)Nc1ccc(NC(=O)OC(C)(C)C)cc1. RXN SMILES: [C:35](=[O:36])([OH:37])[O-:38].[CH2:24]([N:25]=[C:26]=[N:27][CH2:28][CH2:29][CH2:30][N:31]([CH3:32])[CH3:33])[CH3:34].[CH3:16][N:17]([CH2:18][C:19](=[O:20])[OH:21])[CH3:22].[CH3:40][N:41]([CH3:42])[c:43]1[cH:44][cH:45][n:46][cH:47][cH:48]1.[Cl:49][CH2:50][Cl:51].[ClH:23].[NH2:1][c:2]1[cH:3][cH:4][c:5]([NH:8][C:9]([O:10][C:11]([CH3:12])([CH3:13])[CH3:14])=[O:15])[cH:6][cH:7]1.[Na+:39]>>[NH:1]([c:2]1[cH:3][cH:4][c:5]([NH:8][C:9]([O:10][C:11]([CH3:12])([CH3:13])[CH3:14])=[O:15])[cH:6][cH:7]1)[C:19]([CH2:18][N:17]([CH3:16])[CH3:22])=[O:20]. The reactants are N1=CC=CC=C1 (pyridine), C(CCCCCCC\C=C/CCCCCCCC)N (oleyl amine), CNC=1C=NC=C(C1)NC (3,5-dimethylaminopyridine), Cl.C(CC)C1=C(SC=2N1CCCN2)C(=O)Cl (3-propyl-6,7-dihydro-5H-thiazolo[3,2-a]pyrimidine-2-carbonylchloride hydrochloride). Solvent: CN(C=O)C (dimethylformamide). Reaction conditions: temperature 70 celsius, time 20 hour. Yields the product Cl.C(CCCCCCC)C(CCCCCC\C=C/NC(=O)C1=C(N2C(=NCCC2)S1)CCC)C (N-(cis-9-Octyldecenyl)-3-propyl-6,7-dihydro-5H-thiazolo[3,2-a]pyrimidine-2-carboxamide hydrochloride). Reaction SMILES: N1C=CC=C[CH:2]=1.Cl.[CH2:8]([C:11]1[N:15]2[CH2:16][CH2:17][CH2:18][N:19]=[C:14]2[S:13][C:12]=1[C:20]([Cl:22])=[O:21])[CH2:9][CH3:10].[CH2:23]([NH2:41])[CH2:24][CH2:25][CH2:26][CH2:27][CH2:28][CH2:29][CH2:30]/[CH:31]=[CH:32]\[CH2:33][CH2:34][CH2:35][CH2:36][CH2:37][CH2:38][CH2:39]C.CNC1C=NC=C(NC)C=1>CN(C)C=O>[ClH:22].[CH2:32]([CH:31]([CH3:2])[CH2:30][CH2:29][CH2:28][CH2:27][CH2:26][CH2:25]/[CH:24]=[CH:23]\[NH:41][C:20]([C:12]1[S:13][C:14]2=[N:19][CH2:18][CH2:17][CH2:16][N:15]2[C:11]=1[CH2:8][CH2:9][CH3:10])=[O:21])[CH2:33][CH2:34][CH2:35][CH2:36][CH2:37][CH2:38][CH3:39] |f:1.2,6.7|. Procedure details: In the mixture of 30 ml of pyridine and 3 ml of dimethylformamide was suspended 849 mg of 3-propyl-6,7-dihydro-5H-thiazolo[3,2-a]pyrimidine-2-carbonylchloride hydrochloride (described in Example 13). To the suspension were added 807 mg of oleyl amine and 36 mg of 3,5-dimethylaminopyridine, followed by stirring at 70° C. for 20 hours. The reaction mixture was concentrated and to the concentrate was added saturated sodium hydrogencarbonate aqueous solution. The mixture was extracted with chlorofor... Starting materials: C(C)OC(=O)C=1SC(=C(N1)C1=C(C=C(C=C1)Cl)Cl)C1=CC=C(C=C1)Cl (Ethyl-5-(4-chlorophenyl)-4-(2,4-dichlorophenyl)thiazole-2-carboxylate), [OH-].[K+] (KOH), Cl (HCl). Run in O (water), CO (methanol), O (water). The product is ClC1=CC=C(C=C1)C1=C(N=C(S1)C(=O)O)C1=C(C=C(C=C1)Cl)Cl (5-(4-chlorophenyl)-4-(2,4-dichlorophenyl)thiazole-2-carboxylic acid). Isolated yield 67.8%. Reaction SMILES: C([O:3][C:4]([C:6]1[S:7][C:8]([C:19]2[CH:24]=[CH:23][C:22]([Cl:25])=[CH:21][CH:20]=2)=[C:9]([C:11]2[CH:16]=[CH:15][C:14]([Cl:17])=[CH:13][C:12]=2[Cl:18])[N:10]=1)=[O:5])C.[OH-].[K+].Cl>CO.O>[Cl:25][C:22]1[CH:21]=[CH:20][C:19]([C:8]2[S:7][C:6]([C:4]([OH:5])=[O:3])=[N:10][C:9]=2[C:11]2[CH:16]=[CH:15][C:14]([Cl:17])=[CH:13][C:12]=2[Cl:18])=[CH:24][CH:23]=1 |f:1.2|. Procedure: 40 Part A; Ethyl-5-(4-chlorophenyl)-4-(2,4-dichlorophenyl)thiazole-2-carboxylate (4.10 gram, 9.93 mmol) is suspended in methanol (75 mL). A solution of KOH (1.98 gram, 30 mmol) in water (75 mL) is added and the resulting mixture is heated at reflux temperature for 2 hours. The resulting yellow solution is allowed to attain room temperature, poured into water and acidified with 1N aqueous HCl to give a white precipitate. This precipitate is collected by filtration and twice washed with water. Dry... Starting materials: C(C(=O)O)(=O)O.C1(=CC=CC=C1)C(=C1CCN(CC1)CCCOC1=CC=CC=C1)C1=CC=CC=C1 (4-(Diphenylmethylene)-1-(3-phenoxypropyl)piperidine oxalate), FC1=CC=C(C=C1)C(O)(C1CCNCC1)C1=CC=C(C=C1)F (α,α-bis (p-fluorophenyl)-4-piperidinemethanol), ClCCCOC1=CC=C(C=C1)OC (1-chloro-3-(4-methoxyphenoxy) propane), C([O-])([O-])=O.[Na+].[Na+] (sodium carbonate), [I-].[K+] (potassium iodide). The solvent is C(CCC)O (1-butanol). Yields the product FC1=CC=C(C=C1)C(O)(C1CCN(CC1)CCCOC1=CC=C(C=C1)OC)C1=CC=C(C=C1)F (α,α-Bis(4-fluorophenyl)-1-[3-(4-methoxyphenoxy)propyl]-4-piperidine-methanol). Yield: 49.2%. RXN SMILES: C(O)(=O)C(O)=O.C1(C(C2C=CC=CC=2)=C2CCN(CCCOC3C=CC=CC=3)CC2)C=CC=CC=1.[F:36][C:37]1[CH:42]=[CH:41][C:40]([C:43]([C:51]2[CH:56]=[CH:55][C:54]([F:57])=[CH:53][CH:52]=2)([CH:45]2[CH2:50][CH2:49][NH:48][CH2:47][CH2:46]2)[OH:44])=[CH:39][CH:38]=1.Cl[CH2:59][CH2:60][CH2:61][O:62][C:63]1[CH:68]=[CH:67][C:66]([O:69][CH3:70])=[CH:65][CH:64]=1.C(=O)([O-])[O-].[Na+].[Na+].[I-].[K+]>C(O)CCC>[F:36][C:37]1[CH:42]=[CH:41][C:40]([C:43]([C:51]2[CH:52]=[CH:53][C:54]([F:57])=[CH:55][CH:56]=2)([CH:45]2[CH2:46][CH2:47][N:48]([CH2:59][CH2:60][CH2:61][O:62][C:63]3[CH:68]=[CH:67][C:66]([O:69][CH3:70])=[CH:65][CH:64]=3)[CH2:49][CH2:50]2)[OH:44])=[CH:39][CH:38]=1 |f:0.1,4.5.6,7.8|. Procedure details: This compound was prepared according to the procedure used to synthesize the compound of Example 1. A mixture of 3.0 g (0.01 mole) of α,α-bis (p-fluorophenyl)-4-piperidinemethanol, 2.0 g (0.01 mole) of 1-chloro-3-(4-methoxyphenoxy) propane, 5.3 g (0.035 mole) of anhydrous sodium carbonate and 0.3 g of potassium iodide in 100 ml of 1-butanol gave 2.3 g (49% yield) of title compound as a white solid, mp 107°-108° C. Starting materials: B(Cl)(Cl)Cl (Boron trichloride), COC1=C(C=O)C=CC(=C1OC)C (2,3-Dimethoxy-4-methylbenzaldehyde), O (water), B(Cl)(Cl)Cl (boron trichloride). Run in C(Cl)Cl (DCM), C(Cl)Cl (DCM). Run at temperature -20 celsius. The product is OC1=C(C=O)C=CC(=C1O)C (2,3-Dihydroxy-4-methylbenzaldehyde). Yield: 43.7%. Reaction SMILES: C[O:2][C:3]1[C:10]([O:11]C)=[C:9]([CH3:13])[CH:8]=[CH:7][C:4]=1[CH:5]=[O:6].B(Cl)(Cl)Cl.O>C(Cl)Cl>[OH:2][C:3]1[C:10]([OH:11])=[C:9]([CH3:13])[CH:8]=[CH:7][C:4]=1[CH:5]=[O:6]. Reported procedure: 14 (770 mg, 4.6 mmol) was placed in solution in DCM (8 mL) under nitrogen and the solution was cooled down at −20° C. while stirring. Boron trichloride 1M in DCM (10 mL, 9.2 mmol) was added slowly over 15 minutes keeping the temperature below −20° C. The reaction mixture turned from yellow to dark red and was left stirring and warming up overnight. More boron trichloride (5 mL) was added in the morning at T<−20° C. and the reaction was left stirring overnight after which the reaction appeared co... Starting materials: CC(C)(C)[Si](C)(C)OCCNC(=O)c1csc(N2CC(OS(C)(=O)=O)C2)n1, CC([O-])=S, CN(C)C=O, [K+]. Product: CC(=O)SC1CN(c2nc(C(=O)NCCO[Si](C)(C)C(C)(C)C)cs2)C1. Reaction SMILES: [C:1]([CH3:2])([CH3:3])([CH3:4])[Si:5]([O:6][CH2:7][CH2:8][NH:9][C:10](=[O:11])[c:12]1[n:13][c:14]([N:17]2[CH2:18][CH:19]([O:21][S:22]([CH3:23])(=[O:24])=[O:25])[CH2:20]2)[s:15][cH:16]1)([CH3:26])[CH3:27].[C:28]([CH3:29])(=[S:30])[O-:31].[CH3:33][N:34]([CH3:35])[CH:36]=[O:37].[K+:32]>>[C:1]([CH3:2])([CH3:3])([CH3:4])[Si:5]([O:6][CH2:7][CH2:8][NH:9][C:10](=[O:11])[c:12]1[n:13][c:14]([N:17]2[CH2:18][CH:19]([S:30][C:28]([CH3:29])=[O:31])[CH2:20]2)[s:15][cH:16]1)([CH3:26])[CH3:27].